Dataset: the Open Reaction Database (ORD), a public repository of structured organic reaction records. Task: describe an organic reaction: reactants, conditions, products, and yield The reactants are CCN=C=NCCCN(C)C, C=CCOCCCCOc1ccc(C(=O)O)cc1, CCCCCCCCOc1ccc(C(=O)Oc2ccc3c(c2)C(C)c2cc(O)ccc2-3)cc1, ClCCl, CN(C)c1ccccn1, Cl, O. The product is C=CCOCCCCOc1ccc(C(=O)Oc2ccc3c(c2)C(C)c2cc(OC(=O)c4ccc(OCCCCCCCC)cc4)ccc2-3)cc1. Reaction SMILES: [CH2:11]([N:12]=[C:13]=[N:14][CH2:15][CH2:16][CH2:17][N:18]([CH3:19])[CH3:20])[CH3:21].[CH2:22]([CH:23]=[CH2:24])[O:25][CH2:26][CH2:27][CH2:28][CH2:29][O:30][c:31]1[cH:32][cH:33][c:34]([C:35](=[O:36])[OH:37])[cH:38][cH:39]1.[CH2:40]([CH2:41][CH2:42][CH2:43][CH2:44][CH2:45][CH2:46][CH3:47])[O:48][c:49]1[cH:50][cH:51][c:52]([C:53](=[O:54])[O:55][c:56]2[cH:57][c:58]3[c:66]([cH:67][cH:68]2)-[c:65]2[c:60]([cH:61][c:62]([OH:69])[cH:63][cH:64]2)[CH:59]3[CH3:70])[cH:71][cH:72]1.[CH2:74]([Cl:75])[Cl:76].[CH3:1][N:2]([c:3]1[cH:4][cH:5][cH:6][cH:7][n:8]1)[CH3:9].[ClH:10].[OH2:73]>>[CH2:22]([CH:23]=[CH2:24])[O:25][CH2:26][CH2:27][CH2:28][CH2:29][O:30][c:31]1[cH:32][cH:33][c:34]([C:35](=[O:36])[O:37][c:62]2[cH:61][c:60]3[c:65]([cH:64][cH:63]2)-[c:66]2[c:58]([cH:57][c:56]([O:55][C:53]([c:52]4[cH:51][cH:50][c:49]([O:48][CH2:40][CH2:41][CH2:42][CH2:43][CH2:44][CH2:45][CH2:46][CH3:47])[cH:72][cH:71]4)=[O:54])[cH:68][cH:67]2)[CH:59]3[CH3:70])[cH:38][cH:39]1.